This data is from the Open Reaction Database (ORD), a public repository of structured organic reaction records. The task is: describe an organic reaction: reactants, conditions, products, and yield Starting materials: C1(=CC=C(C=C1)S(=O)(=O)Cl)C (p-toluenesulphonyl chloride), N1(CCOCC1)CCCO (3-morpholin-4-yl-propan-1-ol). The reagents and catalysts are CN(C1=CC=NC=C1)C (4-dimethylaminopyridine). Run in N1=CC=CC=C1 (pyridine). Conditions: time 8 hour. The product is N1(CCOCC1)CCCOS(=O)(=O)C1=CC=C(C=C1)C (toluene-4-sulfonic acid 3-morpholin-4-yl-propyl ester). Isolated yield 73.5%. RXN SMILES: [N:1]1([CH2:7][CH2:8][CH2:9][OH:10])[CH2:6][CH2:5][O:4][CH2:3][CH2:2]1.[C:11]1([CH3:21])[CH:16]=[CH:15][C:14]([S:17](Cl)(=[O:19])=[O:18])=[CH:13][CH:12]=1>CN(C)C1C=CN=CC=1.N1C=CC=CC=1>[N:1]1([CH2:7][CH2:8][CH2:9][O:10][S:17]([C:14]2[CH:15]=[CH:16][C:11]([CH3:21])=[CH:12][CH:13]=2)(=[O:19])=[O:18])[CH2:6][CH2:5][O:4][CH2:3][CH2:2]1. Procedure details: To a mixture of 0.145 g (1 mmole) of 3-morpholin-4-yl-propan-1-ol and 5 mL of pyridine was added 0.001 g of 4-dimethylaminopyridine and 0.210 g (1.1 mmole) of p-toluenesulphonyl chloride. The mixture was stirred at ambient temperature overnight and then concentrated under reduced pressure. The residue was taken up in 10 mL of dichloromethane and washed once with 5 mL of saturated sodium bicarbonate, twice with 5 mL of water, and then brine, dried over anhydrous magnesium sulfate, filtered and co... The reactants are C1OC2=C(O1)C=C(C(=C2)CCl)Cl (6-chloropiperonyl chloride), CN(C=O)C (dimethylformamide), [C-]#N.[K+] (potassium cyanide). Solvent: O (water). Run at time 6 hour. The product is ClC=1C(=CC2=C(OCO2)C1)CC#N (6-chloro-1,3-benzodioxole-5-acetonitrile). RXN SMILES: [CH2:1]1[O:5][C:4]2[CH:6]=[C:7]([Cl:12])[C:8]([CH2:10]Cl)=[CH:9][C:3]=2[O:2]1.[CH3:13][N:14](C)C=O.[C-]#N.[K+]>O>[Cl:12][C:7]1[C:8]([CH2:10][C:13]#[N:14])=[CH:9][C:3]2[O:2][CH2:1][O:5][C:4]=2[CH:6]=1 |f:2.3|. Procedure details: 1.025 g of 6-chloropiperonyl chloride, 5 ml of dimethylformamide, 330 mg of potassium cyanide are introduced, agitation is carried out at ambient temperature for 6 hours, the reaction medium is poured into 50 ml of water, extracted with 3×30 ml of ethyl acetate, the extracts are washed with 30 ml of sodium chloride and dried. After recrystallization from 5 ml of isopropyl ether under reflux and separating, 740 mg of expected product (white crystals) is obtained. ANALYSIS: IR CHCl3 cm-1CN 2255 Ar... The reactants are FC(C=1C=C(N)C=CC1)(F)F (3-trifluoromethylaniline), BrC=1C=C(C(=O)Cl)C=CC1F (3-bromo-4-fluorobenzoyl chloride). Product: BrC=1C=C(C(=O)NC2=CC(=CC=C2)C(F)(F)F)C=CC1F (3-Bromo-4-fluoro-N-(3-(trifluoromethyl)phenyl)benzamide). As a reaction SMILES: [F:1][C:2]([F:11])([F:10])[C:3]1[CH:4]=[C:5]([CH:7]=[CH:8][CH:9]=1)[NH2:6].[Br:12][C:13]1[CH:14]=[C:15]([CH:19]=[CH:20][C:21]=1[F:22])[C:16](Cl)=[O:17]>>[Br:12][C:13]1[CH:14]=[C:15]([CH:19]=[CH:20][C:21]=1[F:22])[C:16]([NH:6][C:5]1[CH:7]=[CH:8][CH:9]=[C:3]([C:2]([F:10])([F:11])[F:1])[CH:4]=1)=[O:17]. Procedure details: 3-Bromo-4-fluoro-N-(3-(trifluoromethyl)phenyl)benzamide was synthesized from 3-trifluoromethylaniline and 3-bromo-4-fluorobenzoyl chloride according to the procedure described in Example 183, affording the title compound as a white solid. MS (M−H+) 360.0; Calculated for C14H8BrF4NO: 361. Reactants: O=C([O-])O, CC(C)=O, CCC(Cl)C(C)=O, [I-], [K+], [K+], Oc1ccc(Cl)cc1. The product is CCC(Oc1ccc(Cl)cc1)C(C)=O. As a reaction SMILES: [C:16](=[O:17])([OH:18])[O-:19].[CH3:23][C:24](=[O:25])[CH3:26].[Cl:1][CH:2]([C:3]([CH3:4])=[O:5])[CH2:6][CH3:7].[I-:22].[K+:20].[K+:21].[OH:8][c:9]1[cH:10][cH:11][c:12]([Cl:13])[cH:14][cH:15]1>>[CH:2]([C:3]([CH3:4])=[O:5])([CH2:6][CH3:7])[O:8][c:9]1[cH:10][cH:11][c:12]([Cl:13])[cH:14][cH:15]1. The reactants are N[C@H]1C2=C(C3=C(N(C1=O)CCOC(C)C)C=CC=C3)C=CC=C2 ((S)-7-Amino-5-(2-isopropoxy-ethyl)-5H,7H-dibenzo[b,d]azepin-6-one), CC(C(=O)O)(C(=O)NCC(C(F)(F)F)(F)F)C (2,2-dimethyl-N-(2,2,3,3,3-pentafluoro-propyl)-malonamic acid), example 1c. Yields the product C(C)(C)OCCN1C2=C(C3=C([C@@H](C1=O)NC(C(C(=O)NCC(C(F)(F)F)(F)F)(C)C)=O)C=CC=C3)C=CC=C2 (N—[(S)-5-(2-Isopropoxy-ethyl)-6-oxo-6,7-dihydro-5H-dibenzo[b,d]azepin-7-yl]-2,2-dimethyl-N′-(2,2,3,3,3-pentafluoro-propyl)-malonamide). As a reaction SMILES: [NH2:1][C@@H:2]1[C:8](=[O:9])[N:7]([CH2:10][CH2:11][O:12][CH:13]([CH3:15])[CH3:14])[C:6]2[CH:16]=[CH:17][CH:18]=[CH:19][C:5]=2[C:4]2[CH:20]=[CH:21][CH:22]=[CH:23][C:3]1=2.[CH3:24][C:25]([CH3:40])([C:29]([NH:31][CH2:32][C:33]([F:39])([F:38])[C:34]([F:37])([F:36])[F:35])=[O:30])[C:26](O)=[O:27]>>[CH:13]([O:12][CH2:11][CH2:10][N:7]1[C:8](=[O:9])[C@@H:2]([NH:1][C:26](=[O:27])[C:25]([CH3:24])([CH3:40])[C:29]([NH:31][CH2:32][C:33]([F:38])([F:39])[C:34]([F:35])([F:36])[F:37])=[O:30])[C:3]2[CH:23]=[CH:22][CH:21]=[CH:20][C:4]=2[C:5]2[CH:19]=[CH:18][CH:17]=[CH:16][C:6]1=2)([CH3:15])[CH3:14]. Reported procedure: Using (S)-7-Amino-5-(2-isopropoxy-ethyl)-5H,7H-dibenzo[b,d]azepin-6-one and 2,2-dimethyl-N-(2,2,3,3,3-pentafluoro-propyl)-malonamic acid, the title compound was prepared in the same manner as example 1c (78%). White solid. MS: m/e=556(M+H+). The reactants are BrC=1SC=CC1CCCCCCCCCCCC (2-bromo-3-dodecylthiophene), [Cu](C#N)C#N (copper cyanide). Product: C(#N)C=1SC=CC1CCCCCCCCCCCC (2-cyano-3-dodecylthiophene). The yield is 34.0%. Reaction SMILES: Br[C:2]1[S:3][CH:4]=[CH:5][C:6]=1[CH2:7][CH2:8][CH2:9][CH2:10][CH2:11][CH2:12][CH2:13][CH2:14][CH2:15][CH2:16][CH2:17][CH3:18].[Cu](C#N)[C:20]#[N:21]>>[C:20]([C:2]1[S:3][CH:4]=[CH:5][C:6]=1[CH2:7][CH2:8][CH2:9][CH2:10][CH2:11][CH2:12][CH2:13][CH2:14][CH2:15][CH2:16][CH2:17][CH3:18])#[N:21]. Procedure details: A reaction between 2-bromo-3-dodecylthiophene (Compound-1, 81.0 mmol) and excess copper cyanide (CuCN) produced 2-cyano-3-dodecylthiophene (Compound-2, 34% yield), which was heated and reacted with excess (approximately 2.5 equivalents) dithiophosphoric acid O,O′-diethylether in tetrahydrofuran (THF) solution for about 12 hours. The obtained 2-thioamino-3-dodecylthiophene (Compound-3, 45% yield) and 1.2 equivalents of bromooctanone were reacted to obtain 2-thiazole(3′-dodecyl)-3-dodecylthiophene... Reactants: ClC1=C(C=C(N)C=C1)C1=NC=CC=C1 (4-chloro-3-(pyridin-2-yl)aniline), ClS(=O)(=O)C1=CC=C(C(=O)O)C=C1 (4-(chlorosulfonyl)benzoic acid), FC(CNS(=O)(=O)C1=CC=C(C(=O)O)C=C1)(F)F (4-(N-(2,2,2-trifluoroethyl)sulfamoyl)benzoic acid). Solvent: FC(CN)(F)F (2,2,2-trifluoroethanamine). Product: ClC1=C(C=C(C=C1)NC(C1=CC=C(C=C1)S(NCC(F)(F)F)(=O)=O)=O)C1=NC=CC=C1 (N-(4-chloro-3-(pyridin-2-yl)phenyl)-4-(N-(2,2,2-trifluoroethyl)sulfamoyl)benzamide). RXN SMILES: ClS(C1C=CC(C(O)=O)=CC=1)(=O)=O.[Cl:14][C:15]1[CH:21]=[CH:20][C:18]([NH2:19])=[CH:17][C:16]=1[C:22]1[CH:27]=[CH:26][CH:25]=[CH:24][N:23]=1.[F:28][C:29]([F:45])([F:44])[CH2:30][NH:31][S:32]([C:35]1[CH:43]=[CH:42][C:38]([C:39](O)=[O:40])=[CH:37][CH:36]=1)(=[O:34])=[O:33]>FC(F)(F)CN>[Cl:14][C:15]1[CH:21]=[CH:20][C:18]([NH:19][C:39](=[O:40])[C:38]2[CH:42]=[CH:43][C:35]([S:32](=[O:33])(=[O:34])[NH:31][CH2:30][C:29]([F:28])([F:44])[F:45])=[CH:36][CH:37]=2)=[CH:17][C:16]=1[C:22]1[CH:27]=[CH:26][CH:25]=[CH:24][N:23]=1. Procedure details: 1 g of 4-(chlorosulfonyl)benzoic acid was reacted with 500 μL of 2,2,2-trifluoroethanamine via Procedure H. 60 mg of 4-chloro-3-(pyridin-2-yl)aniline was coupled to 92 mg of 4-(N-(2,2,2-trifluoroethyl)sulfamoyl)benzoic acid by Procedure G and purified by reverse phase HPLC to yield N-(4-chloro-3-(pyridin-2-yl)phenyl)-4-(N-(2,2,2-trifluoroethyl)sulfamoyl)benzamide. MS (Q1) 470 (M)+. Reactants: ClC1=C(C(=O)O)C=C(C(=C1)Cl)S(=O)(=O)C (2,4-dichloro-5-methylsulfonylbenzoic acid), C(CCC)N (butylamine). Run in CCOCCO (ethyl cellosolve). Product: C(CCC)NC1=C(C(=O)O)C=C(C(=C1)Cl)S(=O)(=O)C (2-butylamino-4-chloro-5-methylsulfonylbenzoic acid). The yield is 34.0%. As a reaction SMILES: Cl[C:2]1[CH:10]=[C:9]([Cl:11])[C:8]([S:12]([CH3:15])(=[O:14])=[O:13])=[CH:7][C:3]=1[C:4]([OH:6])=[O:5].[CH2:16]([NH2:20])[CH2:17][CH2:18][CH3:19]>CCOCCO>[CH2:16]([NH:20][C:2]1[CH:10]=[C:9]([Cl:11])[C:8]([S:12]([CH3:15])(=[O:14])=[O:13])=[CH:7][C:3]=1[C:4]([OH:6])=[O:5])[CH2:17][CH2:18][CH3:19]. Procedure: A mixture of 2,4-dichloro-5-methylsulfonylbenzoic acid (6.0 g.; 0.0224 mole), butylamine (9 ml.) and ethyl cellosolve (20 ml.) is heated at reflux in a nitrogen atmosphere for 5 hours. The solvent is distilled at reduced pressure and the residue is dissolved in water (75 ml.) then treated with dilute hydrochloric acid which causes the product to precipitate. After recrystallization from butyl chloride there is collected 2.3 g. (34% yield) of 2-butylamino-4-chloro-5-methylsulfonylbenzoic acid, m....